Dataset: the Open Reaction Database (ORD), a public repository of structured organic reaction records. Task: describe an organic reaction: reactants, conditions, products, and yield Starting materials: O=C([O-])[O-], CC(C)(C)CCc1ccc(CN)cc1, Cc1ccccc1, O=C(N1CCc2ccc(Cl)c(OS(=O)(=O)C(F)(F)F)c2CC1)C(F)(F)F, [Cs+], [Cs+], CC(=O)[O-], CC(=O)[O-], [Pd+2], c1ccc(P(c2ccccc2)c2ccc3ccccc3c2-c2c(P(c3ccccc3)c3ccccc3)ccc3ccccc23)cc1. Yields the product CC(C)(C)CCc1ccc(CNc2c(Cl)ccc3c2CCN(C(=O)C(F)(F)F)CC3)cc1. RXN SMILES: [C:87](=[O:88])([O-:89])[O-:90].[CH3:73][C:74]([CH2:75][CH2:76][c:77]1[cH:78][cH:79][c:80]([CH2:81][NH2:82])[cH:83][cH:84]1)([CH3:85])[CH3:86].[CH3:93][c:94]1[cH:95][cH:96][cH:97][cH:98][cH:99]1.[Cl:1][c:2]1[c:3]([O:19][S:20]([C:21]([F:22])([F:23])[F:24])(=[O:25])=[O:26])[c:4]2[c:5]([cH:17][cH:18]1)[CH2:6][CH2:7][N:8]([C:11]([C:12]([F:13])([F:14])[F:15])=[O:16])[CH2:9][CH2:10]2.[Cs+:91].[Cs+:92].[O-:101][C:102]([CH3:103])=[O:104].[O-:105][C:106]([CH3:107])=[O:108].[Pd+2:100].[cH:27]1[cH:28][cH:29][c:30]([P:31]([c:32]2[cH:33][cH:34][c:35]3[c:36]([cH:37][cH:38][cH:39][cH:40]3)[c:41]2-[c:42]2[c:43]3[c:44]([cH:45][cH:46][cH:47][cH:48]3)[cH:49][cH:50][c:51]2[P:52]([c:53]2[cH:54][cH:55][cH:56][cH:57][cH:58]2)[c:59]2[cH:60][cH:61][cH:62][cH:63][cH:64]2)[c:65]2[cH:66][cH:67][cH:68][cH:69][cH:70]2)[cH:71][cH:72]1>>[Cl:1][c:2]1[c:3]([NH:82][CH2:81][c:80]2[cH:79][cH:78][c:77]([CH2:76][CH2:75][C:74]([CH3:73])([CH3:85])[CH3:86])[cH:84][cH:83]2)[c:4]2[c:5]([cH:17][cH:18]1)[CH2:6][CH2:7][N:8]([C:11]([C:12]([F:13])([F:14])[F:15])=[O:16])[CH2:9][CH2:10]2. Reactants: [OH-].[Na+] (sodium hydroxide), FC1=CC=C(C(=O)NC2=CC=C(C=C2)C2NC3=CC=C(C=C3CC2(C)C)C(=O)OC)C=C1 (methyl 2-(4-(4-fluorobenzamido)phenyl)-3,3-dimethyl-1,2,3,4-tetrahydroquinoline-6-carboxylate), resultant mixture. Solvent: O (water), CO (methanol), O (water). The product is FC1=CC=C(C(=O)NC2=CC=C(C=C2)C2NC3=CC=C(C=C3CC2(C)C)C(=O)O)C=C1 (2-(4-(4-fluorobenzamido)phenyl)-3,3-dimethyl-1,2,3,4-tetrahydroquinoline-6-carboxylic acid). Isolated yield 95.0%. RXN SMILES: [F:1][C:2]1[CH:32]=[CH:31][C:5]([C:6]([NH:8][C:9]2[CH:14]=[CH:13][C:12]([CH:15]3[C:24]([CH3:26])([CH3:25])[CH2:23][C:22]4[C:17](=[CH:18][CH:19]=[C:20]([C:27]([O:29]C)=[O:28])[CH:21]=4)[NH:16]3)=[CH:11][CH:10]=2)=[O:7])=[CH:4][CH:3]=1.[OH-].[Na+]>CO.O>[F:1][C:2]1[CH:32]=[CH:31][C:5]([C:6]([NH:8][C:9]2[CH:10]=[CH:11][C:12]([CH:15]3[C:24]([CH3:26])([CH3:25])[CH2:23][C:22]4[C:17](=[CH:18][CH:19]=[C:20]([C:27]([OH:29])=[O:28])[CH:21]=4)[NH:16]3)=[CH:13][CH:14]=2)=[O:7])=[CH:4][CH:3]=1 |f:1.2|. Procedure: To a mixture of methyl 2-(4-(4-fluorobenzamido)phenyl)-3,3-dimethyl-1,2,3,4-tetrahydroquinoline-6-carboxylate (43 mg, 0.01 mmol) in methanol (3 mL) and water (1.5 mL) was add a solution of sodium hydroxide (68 mg, 0.17 mmol.) in water (1.5 mL). The resultant mixture was heated to reflux until the completion of the reaction (monitored by thin layer chromatography). The methanol was removed under vacuum. The residue was acidified with 2 M hydrochloric acid to pH=1. The precipitates were collected ... Procedure details: To a stirring solution of 0.81 g (3.0 mmol) of the above 2-chloro-3-nitro-5-trifluoromethyl-benzoic acid in 6.0 mL of DMF was added 6.0 mL of TEA, followed by 3.0 mmol of Benzylamine. The mixture was heated at 80° C. for 6 h. After cooling to r.t., 3.0 mL of 6N HCl solution was added. The solid was collected, washed with fresh water to give 2-benzylamino-3-nitro-5-trifluoromethyl-benzoic acid. LCMS: 341 (M+1)+. This product was hydrogenated according to the general procedure C to give 0.25 g of ... Solvent: CN(C)C=O (DMF). Run at temperature 80 celsius. The product is C(C1=CC=CC=C1)NC1=C(C(=O)O)C=C(C=C1[N+](=O)[O-])C(F)(F)F (2-benzylamino-3-nitro-5-trifluoromethyl-benzoic acid). The reactants are ClC1=C(C(=O)O)C=C(C=C1[N+](=O)[O-])C(F)(F)F (2-chloro-3-nitro-5-trifluoromethyl-benzoic acid), TEA, Cl (HCl), C(C1=CC=CC=C1)N (Benzylamine). Reaction SMILES: Cl[C:2]1[C:10]([N+:11]([O-:13])=[O:12])=[CH:9][C:8]([C:14]([F:17])([F:16])[F:15])=[CH:7][C:3]=1[C:4]([OH:6])=[O:5].[CH2:18]([NH2:25])[C:19]1[CH:24]=[CH:23][CH:22]=[CH:21][CH:20]=1.Cl>CN(C=O)C>[CH2:18]([NH:25][C:2]1[C:10]([N+:11]([O-:13])=[O:12])=[CH:9][C:8]([C:14]([F:17])([F:16])[F:15])=[CH:7][C:3]=1[C:4]([OH:6])=[O:5])[C:19]1[CH:24]=[CH:23][CH:22]=[CH:21][CH:20]=1. Reactants: CC(C1=CC(=CC=C1)[N+](=O)[O-])N1C(C2=CC=CC=C2C1=O)=O (2-(Methyl-3-nitro-benzyl)-isoindole-1,3-dione), C(C)(=O)OCC (ethyl acetate). Reaction conditions: time 12 hour. Product: NC=1C=C(CN2C(C3=CC=CC=C3C2=O)=O)C=CC1C (2-(3-Amino-4-methyl-benzyl)-isoindole-1,3-dione). As a reaction SMILES: C[CH:2]([N:12]1[C:20](=[O:21])[C:19]2[C:14](=[CH:15][CH:16]=[CH:17][CH:18]=2)[C:13]1=[O:22])[C:3]1[CH:8]=[CH:7][CH:6]=[C:5]([N+:9]([O-])=O)[CH:4]=1.[C:23](OCC)(=O)C>>[NH2:9][C:5]1[CH:4]=[C:3]([CH:8]=[CH:7][C:6]=1[CH3:23])[CH2:2][N:12]1[C:13](=[O:22])[C:14]2[C:19](=[CH:18][CH:17]=[CH:16][CH:15]=2)[C:20]1=[O:21]. Procedure details: 2-(Methyl-3-nitro-benzyl)-isoindole-1,3-dione (0.45 g, 1.52 mmol) was taken up in ethyl acetate in a Paar vessel and flushed with argon. Palladium on carbon (100 mg) was added and the argon atmosphere was replaced with hydrogen at 50 psi. The vessel was shaken for 12 h. The hydrogen was then replaced with argon and the catalyst was removed by filtration through celite. The solvent was removed under reduced pressure to yield 0.40 g of the desired amine. C16H14N2O2 MS m/e=267.3 (M+H). Reactants: ClC1=CC=C(CNC(C(F)(F)F)=O)C=C1 (N-(p-chlorobenzyl)-2,2,2-trifluoroacetamide), P(Cl)(Cl)(Cl)(Cl)Cl (phosphorus pentachloride). Reaction conditions: time 2 hour. The product is FC(C(=NCC1=CC=C(C=C1)Cl)Cl)(F)F (2,2,2-Trifluoro-N-(p-chlorobenzyl)acetimidoyl chloride). Yield: 61.5%. Reaction SMILES: [Cl:1][C:2]1[CH:15]=[CH:14][C:5]([CH2:6][NH:7][C:8](=O)[C:9]([F:12])([F:11])[F:10])=[CH:4][CH:3]=1.P(Cl)(Cl)(Cl)(Cl)[Cl:17]>>[F:10][C:9]([F:12])([F:11])[C:8]([Cl:17])=[N:7][CH2:6][C:5]1[CH:14]=[CH:15][C:2]([Cl:1])=[CH:3][CH:4]=1. Procedure details: A mixture N-(p-chlorobenzyl)-2,2,2-trifluoroacetamide (100.0 g, 0.421 mol) and phosphorus pentachloride (87.7 g, 0.421 mol) is heated to 100° C., stirred for two hours and vacuum distilled to obtain the title product as a clear colorless liquid (66.3 g, bp 110°-112° C./7.5 mm Hg). Procedure: 22.5 g of 9-bromoanthracene, 15.8 g of 2-naphthelene boronic acid and 2.0 g of tetrakis(triphenylphophine)palladium were mixed, followed by argon displacement. After adding 150 ml of toluene and 140 ml of 2M sodiumcarbonate aqueous solution thereto, it was refluxed on heating for 7 hours. After standing to cool, the crystal precipitated was filtrated it was washed by ethanol and toluene. The crystal obtained was recrystallized in toluene, followed by filtering and drying, and then 23.1 g of 9-(n... Solvent: C1(=CC=CC=C1)C (toluene). Yields the product C1=C(C=CC2=CC=CC=C12)C=1C2=CC=CC=C2C=C2C=CC=CC12 (9-(naphthalene-2-yl)anthracene). Isolated yield 173.5%. RXN SMILES: Br[C:2]1[C:3]2[C:8]([CH:9]=[C:10]3[C:15]=1[CH:14]=[CH:13][CH:12]=[CH:11]3)=[CH:7][CH:6]=[CH:5][CH:4]=2.B(O)O.C(=O)([O-])[O-].[Na+].[Na+]>C1(C)C=CC=CC=1>[CH:4]1[C:3]2[C:2](=[CH:15][CH:10]=[CH:9][CH:8]=2)[CH:6]=[CH:5][C:4]=1[C:3]1[C:2]2[C:11]([CH:10]=[C:9]3[C:8]=1[CH:7]=[CH:7][CH:6]=[CH:5]3)=[CH:12][CH:13]=[CH:14][CH:15]=2 |f:2.3.4|. The reactants are BrC=1C2=CC=CC=C2C=C2C=CC=CC12 (9-bromoanthracene), B(O)O (boronic acid), tetrakis(triphenylphophine)palladium, C([O-])([O-])=O.[Na+].[Na+] (sodiumcarbonate). The reactants are CCOC(=O)C=CC1CC(O[Si](C)(C)C(C)(C)C)CN1C(=O)OC(C)(C)C, CCOC(C)=O. The product is CCOC(=O)CCC1CC(O[Si](C)(C)C(C)(C)C)CN1C(=O)OC(C)(C)C. RXN SMILES: [C:1]([CH3:2])([CH3:3])([CH3:4])[Si:5]([O:6][CH:7]1[CH2:8][CH:9]([CH:19]=[CH:20][C:21](=[O:22])[O:23][CH2:24][CH3:25])[N:10]([C:12](=[O:13])[O:14][C:15]([CH3:16])([CH3:17])[CH3:18])[CH2:11]1)([CH3:26])[CH3:27].[CH3:28][CH2:29][O:30][C:31](=[O:32])[CH3:33]>>[C:1]([CH3:2])([CH3:3])([CH3:4])[Si:5]([O:6][CH:7]1[CH2:8][CH:9]([CH2:19][CH2:20][C:21](=[O:22])[O:23][CH2:24][CH3:25])[N:10]([C:12](=[O:13])[O:14][C:15]([CH3:16])([CH3:17])[CH3:18])[CH2:11]1)([CH3:26])[CH3:27]. The reactants are C1(CC1)N1C=C(C(C2=CC=C(C(=C12)C)C=1C=C2CN(CC2=C(C1)F)S(=O)(=O)C1=CC=C(C=C1)C)=O)C(=O)O (1-cyclopropyl-7-[7-fluoro-2-(p-toluenesulfonyl)isoindolin-5-yl]-8-methyl-1,4-dihydro-4-oxoquinoline-3-carboxylic acid), Br (hydrobromic acid), C1(=CC=CC=C1)O (phenol), C(CC)(=O)O (propionic acid). The product is Br.C1(CC1)N1C=C(C(C2=CC=C(C(=C12)C)C=1C=C2CNCC2=C(C1)F)=O)C(=O)O (1-cyclopropyl-7-(7-fluoroisoindolin-5-yl)-8-methyl-1,4-dihydro-4-oxoquinoline-3-carboxylic acid hydrobromide). RXN SMILES: [CH:1]1([N:4]2[C:13]3[C:8](=[CH:9][CH:10]=[C:11]([C:15]4[CH:16]=[C:17]5[C:21](=[C:22]([F:24])[CH:23]=4)[CH2:20][N:19](S(C4C=CC(C)=CC=4)(=O)=O)[CH2:18]5)[C:12]=3[CH3:14])[C:7](=[O:35])[C:6]([C:36]([OH:38])=[O:37])=[CH:5]2)[CH2:3][CH2:2]1.C1(O)C=CC=CC=1.C(O)(=O)CC.[BrH:51]>>[BrH:51].[CH:1]1([N:4]2[C:13]3[C:8](=[CH:9][CH:10]=[C:11]([C:15]4[CH:16]=[C:17]5[C:21](=[C:22]([F:24])[CH:23]=4)[CH2:20][NH:19][CH2:18]5)[C:12]=3[CH3:14])[C:7](=[O:35])[C:6]([C:36]([OH:38])=[O:37])=[CH:5]2)[CH2:2][CH2:3]1 |f:4.5|. Procedure details: In 3.0 ml of 47% hydrobromic acid was suspended 0.30 g of 1-cyclopropyl-7-[7-fluoro-2-(p-toluenesulfonyl)isoindolin-5-yl]-8-methyl-1,4-dihydro-4-oxoquinoline-3-carboxylic acid, followed by adding thereto 0.16 g of phenol and 1.8 ml of propionic acid, and the resulting mixture was heated at 100° C. for 10 hours under a nitrogen atmosphere. The reaction mixture was concentrated under reduced pressure, after which ethanol was added to the resulting residue and the crystals were collected by filtrat... Reactants: NC1=C(C2=C(N(C(=N2)CCCC)CC2=CC=C(C=C2)C=2C(=CC=CC2)C(=O)OC(C)(C)C)C=C1)NC(=O)C (tert.butyl 4'-[(5-aminoacetamino-2-n-butyl-benzimidazol-1-yl)-methyl]biphenyl-2-carboxylate), FC(C(=O)O)(F)F (trifluoroacetic acid). The product is NC1=C(C2=C(N(C(=N2)CCCC)CC2=CC=C(C=C2)C=2C(=CC=CC2)C(=O)O)C=C1)NC(=O)C (4'-[(5-Aminoacetamino-2-n-butyl-benzimidazol-1-yl)-methyl]biphenyl-2-carboxylic acid). RXN SMILES: [NH2:1][C:2]1[CH:34]=[CH:33][C:5]2[N:6]([CH2:13][C:14]3[CH:19]=[CH:18][C:17]([C:20]4[C:21]([C:26]([O:28]C(C)(C)C)=[O:27])=[CH:22][CH:23]=[CH:24][CH:25]=4)=[CH:16][CH:15]=3)[C:7]([CH2:9][CH2:10][CH2:11][CH3:12])=[N:8][C:4]=2[C:3]=1[NH:35][C:36]([CH3:38])=[O:37].FC(F)(F)C(O)=O>>[NH2:1][C:2]1[CH:34]=[CH:33][C:5]2[N:6]([CH2:13][C:14]3[CH:15]=[CH:16][C:17]([C:20]4[C:21]([C:26]([OH:28])=[O:27])=[CH:22][CH:23]=[CH:24][CH:25]=4)=[CH:18][CH:19]=3)[C:7]([CH2:9][CH2:10][CH2:11][CH3:12])=[N:8][C:4]=2[C:3]=1[NH:35][C:36]([CH3:38])=[O:37]. Procedure: Prepared in analogous manner to Example 9 from tert.butyl 4'-[(5-aminoacetamino-2-n-butyl-benzimidazol-1-yl)-methyl]biphenyl-2-carboxylate and trifluoroacetic acid.